From a dataset of the Open Reaction Database (ORD), a public repository of structured organic reaction records. describe an organic reaction: reactants, conditions, products, and yield The reactants are CC=1C2=C(C3=C(C(=NO3)C3=CC=CC=C3)C1)CC(O2)CO (7,8-dihydro-5-methyl3-phenylfuro[2,3-g]-1,2-benzisoxazole-7-methanol), O (water), S(O)(O)(=O)=O (sulfuric acid). Reagents/catalysts: [O-2].[Cr+6].[O-2].[O-2] (chromium (VI) oxide). Run in CC(=O)C (acetone). Reaction conditions: time 2 hour. The product is CC=1C2=C(C3=C(C(=NO3)C3=CC=CC=C3)C1)CC(O2)C(=O)O (7,8-dihydro-5-methyl-3-phenylfuro[2,3-g]-1,2-benzisoxazole-7carboxylic acid). Yield: 61.4%. Reaction SMILES: [CH3:1][C:2]1[C:3]2[O:19][CH:18]([CH2:20][OH:21])[CH2:17][C:4]=2[C:5]2[O:9][N:8]=[C:7]([C:10]3[CH:15]=[CH:14][CH:13]=[CH:12][CH:11]=3)[C:6]=2[CH:16]=1.O.S(=O)(=O)(O)[OH:24]>CC(C)=O.[O-2].[Cr+6].[O-2].[O-2]>[CH3:1][C:2]1[C:3]2[O:19][CH:18]([C:20]([OH:24])=[O:21])[CH2:17][C:4]=2[C:5]2[O:9][N:8]=[C:7]([C:10]3[CH:15]=[CH:14][CH:13]=[CH:12][CH:11]=3)[C:6]=2[CH:16]=1 |f:4.5.6.7|. Reported procedure: A portion (4.5 g) of the 7,8-dihydro-5-methyl-3-phenylfuro[2,3-g]-1,2-benzisoxazole-7-methanol prepared in Example 9 was dissolved in 150 ml of acetone. To the stirred solution, a mixture of chromium (VI) oxide (5.9 g), water (12 ml) and concentrated sulfuric acid (8.3 g) was added dropwise over time, and the resulting mixture was stirred for 2 hours at room temperature. After leaving the mixture to stand overnight, the insolubles were filtered off by suction. After distilling off the acetone, w... Reactants: [Cl-].[Na+] (sodium chloride), CC1(C=2C=CC(=CC2C(CC1)(C)C)N)C (5,5,8,8-tetramethyl-5,6,7,8-tetrahydro-naphthalen-2-ylamine), ICCCC (Iodobutane), C(CCC)[Li] (n-butyllithium). The solvent is O1CCCC1 (tetrahydrofuran). Run at temperature 0 celsius, time 15 hour. Yields the product C(CCC)NC1=CC=2C(CCC(C2C=C1)(C)C)(C)C (butyl-(5,5,8,8-tetramethyl-5,6,7,8-tetrahydro-naphthalen-2-yl)-amine). Isolated yield 37.0%. RXN SMILES: [CH3:1][C:2]1([CH3:15])[CH2:11][CH2:10][C:9]([CH3:13])([CH3:12])[C:8]2[CH:7]=[C:6]([NH2:14])[CH:5]=[CH:4][C:3]1=2.[CH2:16]([Li])[CH2:17][CH2:18][CH3:19].ICCCC.[Cl-].[Na+]>O1CCCC1>[CH2:16]([NH:14][C:6]1[CH:5]=[CH:4][C:3]2[C:2]([CH3:15])([CH3:1])[CH2:11][CH2:10][C:9]([CH3:13])([CH3:12])[C:8]=2[CH:7]=1)[CH2:17][CH2:18][CH3:19] |f:3.4|. Procedure: A solution of 5,5,8,8-tetramethyl-5,6,7,8-tetrahydro-naphthalen-2-ylamine (1) (0.3 g, 1.5 mmole) in 30 mL tetrahydrofuran (THF) was cooled to −78° C. and 2.5 M n-butyllithium solution (0.6 mL) was added dropwise. The reaction mixture was allowed to warm to 0° C. over a one hour period. Iodobutane (0.171 mL) was added at 0° C. and the reaction mixture was stirred at room temperature for 15 hours. The reaction mixture was then poured into 50 mL of a saturated aqueous sodium chloride solution and e... The reactants are Cc1cccc(Oc2ccc(N)cn2)c1C, O=C(Cl)C1(c2ccc3c(c2)OCO3)CC1, c1ccncc1. Product: Cc1cccc(Oc2ccc(NC(=O)C3(c4ccc5c(c4)OCO5)CC3)cn2)c1C. RXN SMILES: [CH3:16][c:17]1[c:18]([O:19][c:20]2[cH:21][cH:22][c:23]([NH2:26])[cH:24][n:25]2)[cH:27][cH:28][cH:29][c:30]1[CH3:31].[O:1]1[CH2:2][O:3][c:4]2[c:5]1[cH:6][cH:7][c:8]([C:10]1([C:13](=[O:14])[Cl:15])[CH2:11][CH2:12]1)[cH:9]2.[cH:32]1[cH:33][cH:34][n:35][cH:36][cH:37]1>>[O:1]1[CH2:2][O:3][c:4]2[c:5]1[cH:6][cH:7][c:8]([C:10]1([C:13](=[O:14])[NH:26][c:23]3[cH:22][cH:21][c:20]([O:19][c:18]4[c:17]([CH3:16])[c:30]([CH3:31])[cH:29][cH:28][cH:27]4)[n:25][cH:24]3)[CH2:11][CH2:12]1)[cH:9]2. Reactants: FC(C(=O)O)(F)F.FC(S(=O)(=O)O)(F)F (trifluoroacetic acid trifluoromethanesulfonic acid), COC1=C(CN2C([C@@H](CC(CC2)(F)F)NS(=O)(=O)C2=NC=C(C=C2)Cl)=O)C=CC(=C1)OC (5-chloro-pyridine-2-sulfonic acid [(R)-1-(2,4-dimethoxy-benzyl)-5,5-difluoro-2-oxo-azepan-3-yl]-amide). Run in ClCCl (dichloromethane). Yields the product FC1(C[C@H](C(NCC1)=O)NS(=O)(=O)C1=NC=C(C=C1)Cl)F (5-Chloro-pyridine-2-sulfonic acid ((R)-5,5-difluoro-2-oxo-azepan-3-yl)-amide). RXN SMILES: FC(F)(F)C(O)=O.FC(F)(F)S(O)(=O)=O.COC1C=C(OC)C=CC=1C[N:21]1[CH2:27][CH2:26][C:25]([F:29])([F:28])[CH2:24][C@@H:23]([NH:30][S:31]([C:34]2[CH:39]=[CH:38][C:37]([Cl:40])=[CH:36][N:35]=2)(=[O:33])=[O:32])[C:22]1=[O:41]>ClCCl>[F:29][C:25]1([F:28])[CH2:26][CH2:27][NH:21][C:22](=[O:41])[C@H:23]([NH:30][S:31]([C:34]2[CH:39]=[CH:38][C:37]([Cl:40])=[CH:36][N:35]=2)(=[O:32])=[O:33])[CH2:24]1 |f:0.1|. Procedure details: A mixture containing trifluoroacetic acid/trifluoromethanesulfonic acid (5:2 v/v, 2.44 ml) was added to 5-chloro-pyridine-2-sulfonic acid [(R)-1-(2,4-dimethoxy-benzyl)-5,5-difluoro-2-oxo-azepan-3-yl]-amide (0.37 g, 0.76 mmol) in dichloromethane (20 ml). After 2 h the reaction mixture was concentrated under reduced pressure and the residue taken up in ethyl acetate and washed with water, saturated aqueous sodium bicarbonate and brine, dried (Na2SO4), filtered, concentrated under reduced pressure ... Reactants: O=C1OCc2ccccc21, [K+], [Mg+2], O=[Mn](=O)(=O)[O-], O=[N+]([O-])[O-], O=[N+]([O-])[O-]. Yields the product O=C(O)c1ccccc1O. As a reaction SMILES: [C:1]1(=[O:2])[O:3][CH2:4][c:5]2[cH:6][cH:7][cH:8][cH:9][c:10]21.[K+:16].[Mg+2:21].[Mn:11](=[O:12])([O-:13])(=[O:14])=[O:15].[N+:17]([O-:18])([O-:19])=[O:20].[N+:22]([O-:23])([O-:24])=[O:25]>>[C:1](=[O:2])([OH:3])[c:10]1[c:5]([OH:12])[cH:6][cH:7][cH:8][cH:9]1. The reactants are ClC=1C=CC(=C(C1)CC(=S)N1CCOCC1)OC1=CC=CC=C1 (4-[2-(5-chloro-2-phenoxyphenyl)-1-thioxoethyl]morpholine), C(C)(=O)O (acetic acid), O (water), S(O)(O)(=O)=O (sulfuric acid). The solvent is C(C)OCC (ethyl ether). Yields the product ClC=1C=CC(=C(C1)CC(=O)O)OC1=CC=CC=C1 ((5-chloro-2-phenoxyphenyl)acetic acid). As a reaction SMILES: [Cl:1][C:2]1[CH:3]=[CH:4][C:5]([O:17][C:18]2[CH:23]=[CH:22][CH:21]=[CH:20][CH:19]=2)=[C:6](CC(N2CCOCC2)=S)[CH:7]=1.[C:24]([OH:27])(=[O:26])[CH3:25].O.S(=O)(=O)(O)O>C(OCC)C>[Cl:1][C:2]1[CH:3]=[CH:4][C:5]([O:17][C:18]2[CH:23]=[CH:22][CH:21]=[CH:20][CH:19]=2)=[C:6]([CH2:25][C:24]([OH:27])=[O:26])[CH:7]=1. Procedure: To this morpholine residue is added 290 ml of glacial acetic acid, 61 ml of water and 87 ml of sulfuric acid (96%), and the mixture refluxed for a period of 21 hours. On cooling, the reaction mixture is dissolved in ethyl ether, washed with water until the water wash appears neutral and extracted with a 10% sodium carbonate solution. The aqueous alkaline layer is acidified with a 2 N solution of hydrochloric acid and re-extracted into diethyl ether. The ether solution is washed with water until ... The reactants are ClC1=NC(=C2NC=NC2=N1)NC1=CC(=CC=C1)C#N (2-chloro-6-(3-cyano-phenyl-amino)-purine), C([O-])([O-])=O.[Cs+].[Cs+] (caesium carbonate), ICC (iodoethane), O1CCOCC1 (dioxane). Solvent: CN(C)C=O (DMF), O (water), mixture, C(C)(=O)OCC (ethyl acetate). Yields the product ClC1=NC(=C2N=CN(C2=N1)CC)NC1=CC(=CC=C1)C#N (2-chloro-9-ethyl-6-(3-cyano-phenyl-amino)-9H-purine). As a reaction SMILES: [Cl:1][C:2]1[N:10]=[C:9]2[C:5]([NH:6][CH:7]=[N:8]2)=[C:4]([NH:11][C:12]2[CH:17]=[CH:16][CH:15]=[C:14]([C:18]#[N:19])[CH:13]=2)[N:3]=1.C(=O)([O-])[O-].[Cs+].[Cs+].I[CH2:27][CH3:28].O1CCOCC1>C(OCC)(=O)C.CN(C=O)C.O>[Cl:1][C:2]1[N:10]=[C:9]2[C:5]([N:6]=[CH:7][N:8]2[CH2:27][CH3:28])=[C:4]([NH:11][C:12]2[CH:17]=[CH:16][CH:15]=[C:14]([C:18]#[N:19])[CH:13]=2)[N:3]=1 |f:1.2.3|. Reported procedure: 1.5 g (3.95 mmol) of 2-chloro-6-(3-cyano-phenyl-amino)-purine, 2.1 g (6.3 mmol) of caesium carbonate and 2.6 ml (31.6 mmol) of iodoethane are stirred in 66 ml of a mixture comprising dioxane:water:DMF in a ratio of 1:2:3 at RT for 19 h. Thereafter, the reaction mixture is diluted with ethyl acetate and the organic phase is washed with water. After drying over sodium sulfate, the residue is chromatographed over silica gel (mobile phase: ethyl acetate:hexane=4:1). After removal of the solvent, 2-c... Reactants: Cl (hydrochloric acid), C(C1=CC=CC=C1)C1(C(OC2=C1C=CC=C2)=O)CN2N=CN=C2 (3-benzyl-3-[(1,2,4-triazol-1-yl)methyl]-2(3H)-benzofuranone), [OH-].[K+] (potassium hydroxide), IC (iodomethane). Run in O (water), CO (methanol). Reaction conditions: temperature 25 celsius. Product: COC1=C(C=CC=C1)C(C(=O)O)(CC1=CC=CC=C1)CN1N=CN=C1 (2-(2-methoxyphenyl)-3-phenyl-2-[(1,2,4-triazol-1-yl)methyl]propanoic acid). The yield is 57.0%. RXN SMILES: [CH2:1]([C:8]1([CH2:18][N:19]2[CH:23]=[N:22][CH:21]=[N:20]2)[C:12]2[CH:13]=[CH:14][CH:15]=[CH:16][C:11]=2[O:10][C:9]1=[O:17])[C:2]1[CH:7]=[CH:6][CH:5]=[CH:4][CH:3]=1.[OH-:24].[K+].I[CH3:27].Cl>O.CO>[CH3:27][O:24][C:11]1[CH:16]=[CH:15][CH:14]=[CH:13][C:12]=1[C:8]([CH2:18][N:19]1[CH:23]=[N:22][CH:21]=[N:20]1)([CH2:1][C:2]1[CH:3]=[CH:4][CH:5]=[CH:6][CH:7]=1)[C:9]([OH:10])=[O:17] |f:1.2|. Procedure: To a clear solution of 3-benzyl-3-[(1,2,4-triazol-1-yl)methyl]-2(3H)-benzofuranone (11 g, 0.0360 mole) and methanol (100 mL), potassium hydroxide (45% solution) (0.5 g, 0.0750 mole) was added and the reaction mixture heated with stirring at reflux for 3 hours. The reaction mixture was then cooled to 25° C. and iodomethane (6.1 g, 0.0750 mole) added and the reaction mixture continued to stir at 50° C. for an additional 3 hours. The reaction solvent was then removed by distillation, and the residu...